This data is from the Open Reaction Database (ORD), a public repository of structured organic reaction records. The task is: describe an organic reaction: reactants, conditions, products, and yield The reactants are solid, BrC1=CC(=CC=2C=C3N(C12)CCNC3=O)C#N (6-bromo-1-oxo-1,2,3,4-tetrahydro-pyrazino[1,2-a]indole-8-carbonitrile), BrC1=CC(=CC=2C=C3N(C12)CCNC3=O)C#N (6-bromo-1-oxo-1,2,3,4-tetrahydro-pyrazino[1,2-a]indole-8-carbonitrile), FC=1C=C(C=C(C1)F)B(O)O (3,5-difluoro-phenylboronic acid). Yields the product FC=1C=C(C=C(C1)F)C1=CC(=CC=2C=C3N(C12)CCNC3=O)C#N (6-(3,5-Difluorophenyl)-1-oxo-3,4-dihydro-2H-pyrazino[1,2-a]indole-8-carbonitrile). As a reaction SMILES: Br[C:2]1[C:10]2[N:9]3[CH2:11][CH2:12][NH:13][C:14](=[O:15])[C:8]3=[CH:7][C:6]=2[CH:5]=[C:4]([C:16]#[N:17])[CH:3]=1.[F:18][C:19]1[CH:20]=[C:21](B(O)O)[CH:22]=[C:23]([F:25])[CH:24]=1>>[F:18][C:19]1[CH:20]=[C:21]([C:2]2[C:10]3[N:9]4[CH2:11][CH2:12][NH:13][C:14](=[O:15])[C:8]4=[CH:7][C:6]=3[CH:5]=[C:4]([C:16]#[N:17])[CH:3]=2)[CH:22]=[C:23]([F:25])[CH:24]=1. Procedure details: The title compound, off-white solid (66 mg, 82%), MS (ISN) m/z=324.5 [(M+H)+], mp 264° C., was prepared in accordance with the general method of example 1 from 6-bromo-1-oxo-1,2,3,4-tetrahydro-pyrazino[1,2-a]indole-8-carbonitrile (intermediate 15) (72.5 mg, 0.25 mmol) and commercially available 3,5-difluoro-phenylboronic acid (51.3 mg, 0.325 mmol). Starting materials: [BH3-]C#N, CC(N)C(=O)N1CCCC1C(=O)O, [Na+], O=C(O)CCC(=O)C(=O)O. The product is CC(NC(CCC(=O)O)C(=O)O)C(=O)N1CCCC1C(=O)O. As a reaction SMILES: [C:24]([BH3-:25])#[N:26].[NH2:11][CH:12]([CH3:13])[C:14](=[O:15])[N:16]1[CH:17]([C:18](=[O:19])[OH:20])[CH2:21][CH2:22][CH2:23]1.[Na+:27].[OH:1][C:2](=[O:3])[CH2:4][CH2:5][C:6](=[O:7])[C:8]([OH:9])=[O:10]>>[OH:1][C:2](=[O:3])[CH2:4][CH2:5][CH:6]([C:8]([OH:9])=[O:10])[NH:11][CH:12]([CH3:13])[C:14](=[O:15])[N:16]1[CH:17]([C:18](=[O:19])[OH:20])[CH2:21][CH2:22][CH2:23]1. Starting materials: CS(=O)(=O)OCC(C(=O)C1=CC=C(C=C1)Cl)(C)OCCC (2-methanesulfonyloxymethyl-2-propoxy-4'-chloropropiophenone), C(C)(=O)[O-].[Na+] (sodium acetate), C(C)(=O)O (acetic acid), O.NN (hydrazine monohydrate), ClC1=CC=C(C=C1)C1=NN(CC1(OCCC)C)C(=O)N (3-(4-chlorophenyl)-4-methyl-4-propoxy-4,5-dihydro-1H-pyrazole-1-carboxamide), FC(C1=CC=C(C=C1)N=C=O)(F)F (4-(trifluoromethyl)phenylisocyanate). The solvent is CO (methanol). Reaction conditions: time 1 hour. Yields the product FC(C1=CC=C(C=C1)NC(=O)N1N=C(C(C1)(OCCC)C)C1=CC=C(C=C1)Cl)(F)F (N-(4-trifluoromethylphenyl)-3-(4-chlorophenyl)-4-methyl-4-propoxy-4,5-dihydro-1H-pyrazole-1-carboxamide). Reaction SMILES: CS(OCC(OCCC)(C)C(C1C=CC(Cl)=CC=1)=O)(=O)=O.C([O-])(=O)C.[Na+].C(O)(=O)C.O.NN.[Cl:34][C:35]1[CH:40]=[CH:39][C:38]([C:41]2[C:45]([CH3:50])([O:46][CH2:47][CH2:48][CH3:49])[CH2:44][N:43]([C:51]([NH2:53])=[O:52])[N:42]=2)=[CH:37][CH:36]=1.[F:54][C:55]([F:66])([F:65])[C:56]1[CH:61]=[CH:60][C:59](N=C=O)=[CH:58][CH:57]=1>CO>[F:54][C:55]([F:66])([F:65])[C:56]1[CH:61]=[CH:60][C:59]([NH:53][C:51]([N:43]2[CH2:44][C:45]([CH3:50])([O:46][CH2:47][CH2:48][CH3:49])[C:41]([C:38]3[CH:37]=[CH:36][C:35]([Cl:34])=[CH:40][CH:39]=3)=[N:42]2)=[O:52])=[CH:58][CH:57]=1 |f:1.2,4.5|. Reported procedure: To 3.5 g (10 mmole) of 2-methanesulfonyloxymethyl-2-propoxy-4'-chloropropiophenone (Example 96e) in 25 ml of methanol was added 1.5 g (18 mmole) of anhydrous sodium acetate, 2.5 g (41 mmole) of acetic acid and 1.0 g (20 mmole) of hydrazine monohydrate. The mixture was refluxed for one hour, concentrated in vacuo, partitioned between diethyl ether and water. The organic layer was washed with dilute aqueous sodium hydroxide and brine and then dried over anhydrous magnesium sulfate, filtered and co... The reactants are CC1=CC=C2CCC(C2=C1)=O (6-Methyl-1-indanone), N(=O)OCCC(C)C (isoamyl nitrite), Cl.O1CCOCC1 (hydrogen chloride dioxane). Run in C(C)O (ethanol). Product: CC1=CC=C2CC(C(C2=C1)=O)=NO (6-methyl-2-hydroxyimino-1-indanone). RXN SMILES: [CH3:1][C:2]1[CH:10]=[C:9]2[C:5]([CH2:6][CH2:7][C:8]2=[O:11])=[CH:4][CH:3]=1.[N:12](OCCC(C)C)=[O:13].Cl.O1CCOCC1>C(O)C>[CH3:1][C:2]1[CH:10]=[C:9]2[C:5]([CH2:6][C:7](=[N:12][OH:13])[C:8]2=[O:11])=[CH:4][CH:3]=1 |f:2.3|. Reported procedure: 6-Methyl-1-indanone (40.4 g) and isoamyl nitrite (40.6 mL) were dissolved in ethanol (300 mL), and 4N hydrogen chloride-dioxane (10 mL) was added dropwise under ice-cooling. After the completion of the reaction, the precipitated crystals were collected by filtration and washed with ether to give 6-methyl-2-hydroxyimino-1-indanone (37 g). Reactants: OCCCCCC(=O)OCC (ethyl 6-hydroxyhexanoate), O1CCCC=C1 (dihydropyran), C1(=CC=C(C=C1)S(=O)(=O)O)C (p-toluenesulphonic acid). The solvent is C(Cl)Cl (methylene chloride). The product is O1C(CCCC1)OCCCCCC(=O)OCC (Ethyl 6-(2-tetrahydropyranyloxy)hexanoate). Reaction SMILES: [OH:1][CH2:2][CH2:3][CH2:4][CH2:5][CH2:6][C:7]([O:9][CH2:10][CH3:11])=[O:8].[O:12]1[CH:17]=[CH:16][CH2:15][CH2:14][CH2:13]1.C1(C)C=CC(S(O)(=O)=O)=CC=1>C(Cl)Cl>[O:12]1[CH2:17][CH2:16][CH2:15][CH2:14][CH:13]1[O:1][CH2:2][CH2:3][CH2:4][CH2:5][CH2:6][C:7]([O:9][CH2:10][CH3:11])=[O:8]. Procedure details: 66 g. (0.412 mol) of ethyl 6-hydroxyhexanoate [prepared as described by S. R. Sandler and W. Karo, in `Organic Functional Group Preparation` , Academic Press, New York, and London, vol. 1, page 262. (cf. G. B. Hatch and H. Adkins, J. Am. Chem. Soc., 59 1694 (1937))] were dissolved in 400 ml. of methylene chloride, and the mixture was reacted with 45 g. of dihydropyran and 1 g. of p-toluenesulphonic acid at 25°C. for 20 minutes. The reaction mixture was washed with an aqueous sodium bicarbonate s... Reactants: Cl (HCl), O1CCOCC1 (dioxane), ClC=1N=CC2=CC=C(C=C2C1)[C@@H](C)N[S@](=O)C(C)(C)C ((R,R)-2-methyl-propane-2-sulfinic acid [1-(3-chloro-isoquinolin-6-yl)-ethyl]-amide). Solvent: CO (methanol). Reaction conditions: time 30 minute. Product: Cl.ClC=1N=CC2=CC=C(C=C2C1)[C@@H](C)N ((R)-1-(3-Chloro-isoquinolin-6-yl)ethylamine hydrochloride). The yield is 213.1%. RXN SMILES: [Cl:1][C:2]1[N:3]=[CH:4][C:5]2[C:10]([CH:11]=1)=[CH:9][C:8]([C@H:12]([NH:14][S@@](C(C)(C)C)=O)[CH3:13])=[CH:7][CH:6]=2.Cl.O1CCOCC1>CO>[ClH:1].[Cl:1][C:2]1[N:3]=[CH:4][C:5]2[C:10]([CH:11]=1)=[CH:9][C:8]([C@H:12]([NH2:14])[CH3:13])=[CH:7][CH:6]=2 |f:4.5|. Procedure: A solution of (R,R)-2-methyl-propane-2-sulfinic acid [1-(3-chloro-isoquinolin-6-yl)-ethyl]-amide (932 mg, 3 mmol) in methanol (9 mL) was stirred at room temperature under nitrogen. 4M HCl in dioxane (3 mL, 12 mmol) was added and the reaction mixture was stirred at room temperature for 30 minutes. The solvent was evaporated and the residue was triturated with ether. The orange solid was collected, washed with ether and dried to afford the title compound (777 mg). 1H NMR (300 MHz, d6-DMSO) δ 1.61 ...